Dataset: the Open Reaction Database (ORD), a public repository of structured organic reaction records. Task: describe an organic reaction: reactants, conditions, products, and yield Starting materials: C1CCOC1, CCCCCC, [KH], O=C1c2ccccc2-c2c(O)cccc21. Yields the product O=C1c2ccccc2-c2c(OCC3CO3)cccc21. RXN SMILES: [CH2:23]1[CH2:24][CH2:25][CH2:26][O:27]1.[CH3:1][CH2:2][CH2:3][CH2:4][CH2:5][CH3:6].[KH:7].[OH:8][c:9]1[cH:10][cH:11][cH:12][c:13]2[c:21]1-[c:20]1[c:15]([cH:16][cH:17][cH:18][cH:19]1)[C:14]2=[O:22]>>[O:8]([c:9]1[cH:10][cH:11][cH:12][c:13]2[c:21]1-[c:20]1[c:15]([cH:16][cH:17][cH:18][cH:19]1)[C:14]2=[O:22])[CH2:25][CH:26]1[CH2:23][O:27]1.